From a dataset of the Open Reaction Database (ORD), a public repository of structured organic reaction records. describe an organic reaction: reactants, conditions, products, and yield Starting materials: O(C1=CC=CC=C1)C=1C=C(C=CC1)C1OCCO1 (2-(3-phenoxyphenyl)-1,3-dioxolane), S(O)(O)(=O)=O (sulfuric acid), O (water), S(O)(O)(=O)=O (sulfuric acid), [C-]#N.[Na+] (sodium cyanide), O (water). The reagents and catalysts are [Cl-].C(CCC)[N+](CCCC)(CCCC)CCCC (tetrabutylammonium chloride). Solvent: C=1(C(=CC=CC1)C)C (xylene), C=1(C(=CC=CC1)C)C (xylene). Product: O(C1=CC=CC=C1)C=1C=C(C=O)C=CC1 (3-phenoxybenzaldehyde). The yield is 58.0%. As a reaction SMILES: [O:1]([C:8]1[CH:9]=[C:10]([CH:14]2OCC[O:15]2)[CH:11]=[CH:12][CH:13]=1)[C:2]1[CH:7]=[CH:6][CH:5]=[CH:4][CH:3]=1.S(=O)(=O)(O)O.[C-]#N.[Na+].O>C1(C)C(C)=CC=CC=1.[Cl-].C([N+](CCCC)(CCCC)CCCC)CCC>[O:1]([C:8]1[CH:9]=[C:10]([CH:11]=[CH:12][CH:13]=1)[CH:14]=[O:15])[C:2]1[CH:3]=[CH:4][CH:5]=[CH:6][CH:7]=1 |f:2.3,6.7|. Procedure: A solution of 2-(3-phenoxyphenyl)-1,3-dioxolane prepared according to Example 7 in xylene is treated with an aqueous sulfuric acid solution as described in Example 8. The reaction mixture is cooled and 83 g. of tetrabutylammonium chloride are added followed by a dropwise addition of a solution of 100 g. of sodium cyanide in 500 ml. of water at 10° to 20° C. Thereafter a solution of 48 ml. of concentrated sulfuric acid in 500 ml. of water is added dropwise and the reaction mixture is stirred unti... Reactants: [Al+3], COc1ccccc1, Cc1ccccc1, [Cl-], [Cl-], [Cl-], O=C(Cl)CCCCl, O. Product: COc1ccc(C(=O)CCCCl)cc1. As a reaction SMILES: [Al+3:10].[CH3:1][O:2][c:3]1[cH:4][cH:5][cH:6][cH:7][cH:8]1.[CH3:21][c:22]1[cH:23][cH:24][cH:25][cH:26][cH:27]1.[Cl-:11].[Cl-:12].[Cl-:9].[Cl:13][CH2:14][CH2:15][CH2:16][C:17](=[O:18])[Cl:19].[OH2:20]>>[CH3:1][O:2][c:3]1[cH:4][cH:5][c:6]([C:17]([CH2:16][CH2:15][CH2:14][Cl:13])=[O:18])[cH:7][cH:8]1. Reactants: BrCCCCCCN1C(=O)NC(=O)NC1=O (6-bromohexyl isocyanuric acid), NC(=S)N (thiourea), [OH-].[Na+] (NaOH). Run in C(C)O (ethanol). Yields the product SCCCCCCN1C(=O)NC(=O)NC1=O (6-mercaptohexyl isocyanuric acid). As a reaction SMILES: Br[CH2:2][CH2:3][CH2:4][CH2:5][CH2:6][CH2:7][N:8]1[C:15](=[O:16])[NH:14][C:12](=[O:13])[NH:11][C:9]1=[O:10].NC(N)=[S:19].[OH-].[Na+]>C(O)C>[SH:19][CH2:2][CH2:3][CH2:4][CH2:5][CH2:6][CH2:7][N:8]1[C:15](=[O:16])[NH:14][C:12](=[O:13])[NH:11][C:9]1=[O:10] |f:2.3|. Procedure: 6-Mercaptohexyl isocyanuric acid (MH-ICA) was synthesized using methods and materials known in the art (see, e.g. Jogireddy et al., J. Synlett 2008, 1219-1221). Briefly, a solution of 6-bromohexyl isocyanuric acid (224 mg, 0.77 mmol) and thiourea (65 mg, 0.853 mmol) in ethanol (40 mL) was degassed (freeze, pump, thaw) thrice, and refluxed under an atmosphere of Ar for 24 h. After cooling down to room temperature, 2 mL NaOH (5 M) aqueous solution was added. The reaction solution was again degasse... Reactants: C[Si](C)(C)[N-][Si](C)(C)C.[Li+] (Lithium bis(trimethylsilyl)amide), IC1=NN(C=2C=CC=C(C12)N)CC1=CN=C(S1)C (3-iodo-1-((2-methylthiazol-5-yl)methyl)-1H-indazol-4-amine), ice water, CN1CCN(CC1)CCOC1=CC=2N(C=C1)C(=CN2)C(=O)OCC (ethyl 7-(2-(4-methylpiperazin-1-yl)ethoxy)imidazo[1,2-a]pyridine-3-carboxylate). The solvent is O (water), C1CCOC1 (THF), C1CCOC1 (THF). The product is IC1=NN(C2=CC=CC(=C12)NC(=O)C1=CN=C2N1C=CC(=C2)OCCN2CCN(CC2)C)CC2=CN=C(S2)C (N-(3-iodo-1-((2-methylthiazol-5-yl)methyl)-1H-indazol-4-yl)-7-(2-(4-methylpiperazin-1-yl)ethoxy)imidazo[1,2-a]pyridine-3-carboxamide). Yield: 16.4%. RXN SMILES: C[Si]([N-][Si](C)(C)C)(C)C.[Li+].[I:11][C:12]1[C:20]2[C:19]([NH2:21])=[CH:18][CH:17]=[CH:16][C:15]=2[N:14]([CH2:22][C:23]2[S:27][C:26]([CH3:28])=[N:25][CH:24]=2)[N:13]=1.[CH3:29][N:30]1[CH2:35][CH2:34][N:33]([CH2:36][CH2:37][O:38][C:39]2[CH:44]=[CH:43][N:42]3[C:45]([C:48](OCC)=[O:49])=[CH:46][N:47]=[C:41]3[CH:40]=2)[CH2:32][CH2:31]1>C1COCC1.O>[I:11][C:12]1[C:20]2[C:15](=[CH:16][CH:17]=[CH:18][C:19]=2[NH:21][C:48]([C:45]2[N:42]3[CH:43]=[CH:44][C:39]([O:38][CH2:37][CH2:36][N:33]4[CH2:34][CH2:35][N:30]([CH3:29])[CH2:31][CH2:32]4)=[CH:40][C:41]3=[N:47][CH:46]=2)=[O:49])[N:14]([CH2:22][C:23]2[S:27][C:26]([CH3:28])=[N:25][CH:24]=2)[N:13]=1 |f:0.1|. Reported procedure: Lithium bis(trimethylsilyl)amide (1.0 M in THF, 0.24 mL) was added dropwise at ambient temperature and under a nitrogen atmosphere to a solution of 3-iodo-1-((2-methylthiazol-5-yl)methyl)-1H-indazol-4-amine (40 mg, 0.108 mmol) in anhydrous THF (3 mL). The resulting brown mixture was added via syringe to a cooled (ice-water bath) solution of ethyl 7-(2-(4-methylpiperazin-1-yl)ethoxy)imidazo[1,2-a]pyridine-3-carboxylate (Preparation D; 35.9 mg, 0.108 mmol) in anhydrous THF (3 mL). The reaction mix... Procedure details: Thirty-two g (0.135 mole) of 2-methyl-4-(cyano)-4-(2-chlorophenyl)-1,3-dioxane was dissolved in 100 ml of toluene. To this solution was added 60 g (0.21 mole) of red-al in benzene (Aldrich Chemical Company). The reaction exothermed to 40° C. The reaction was allowed to stir 1 hour at room temperature and was then heated at 90° C. for 5 hours. The reaction was stirred overnight at room temperature. The reaction was quenced by the cautious addition of H2O. One hundred ml of saturated NH4Cl was add... Isolated yield 78.5%. Conditions: time 1 hour. As a reaction SMILES: [CH3:1][CH:2]1[O:7][C:6]([C:15]#[N:16])([C:8]2[CH:13]=[CH:12][CH:11]=[CH:10][C:9]=2[Cl:14])[CH2:5][CH2:4][O:3]1.COCCO[AlH2-]OCCOC.[Na+].O.[NH4+].[Cl-]>C1(C)C=CC=CC=1.C1C=CC=CC=1>[CH3:1][CH:2]1[O:7][C:6]([CH2:15][NH2:16])([C:8]2[CH:13]=[CH:12][CH:11]=[CH:10][C:9]=2[Cl:14])[CH2:5][CH2:4][O:3]1 |f:1.2,4.5|. Product: CC1OCCC(O1)(C1=C(C=CC=C1)Cl)CN (2-methyl-4-(aminomethyl)-4-(2-chlorophenyl)-1,3-dioxane). Solvent: C1=CC=CC=C1 (benzene), C1(=CC=CC=C1)C (toluene). Reactants: COCCO[AlH2-]OCCOC.[Na+] (red-al), [NH4+].[Cl-] (NH4Cl), CC1OCCC(O1)(C1=C(C=CC=C1)Cl)C#N (2-methyl-4-(cyano)-4-(2-chlorophenyl)-1,3-dioxane), O (H2O). The reactants are CN(C)C=O, Cl, N#CC(C#N)CCC(F)(F)F, [H-], BrCc1ccc(I)cc1, [Na+]. Yields the product N#CC(C#N)(CCC(F)(F)F)Cc1ccc(I)cc1. RXN SMILES: [CH3:24][N:25]([CH3:26])[CH:27]=[O:28].[ClH:23].[F:12][C:13]([CH2:14][CH2:15][CH:16]([C:17]#[N:18])[C:19]#[N:20])([F:21])[F:22].[H-:10].[I:1][c:2]1[cH:3][cH:4][c:5]([CH2:6][Br:7])[cH:8][cH:9]1.[Na+:11]>>[I:1][c:2]1[cH:3][cH:4][c:5]([CH2:6][C:16]([CH2:15][CH2:14][C:13]([F:12])([F:21])[F:22])([C:17]#[N:18])[C:19]#[N:20])[cH:8][cH:9]1. Reactants: hydrochloride salt, CC1(C2CNCC12)C=1C=C(C=CC1)NS(=O)(=O)C (N-[3-(6-methyl-3-azabicyclo[3.1.0]hex-6-yl)phenyl]methanesulfonamide), C(O)([O-])=O.[Na+] (sodium hydrogen carbonate), S1C=C(C=C1)C(C(=O)O)C (3-thienyl propanoic acid), O.ON1N=NC2=C1C=CC=C2 (1-hydroxybenzotriazole monohydrate), Cl.CN(CCCN=C=NCC)C (1-(3-dimethylaminopropyl)-3-ethylcarbodiimide hydrochloride), crude product. Run in CN(C=O)C (N,N-dimethylformamide), CO (methanol). Conditions: time 10 minute. Product: CC1(C2CN(CC12)C(CCC1=CSC=C1)=O)C=1C=C(C=CC1)NS(=O)(=O)C (N-(3-{6-Methyl-3-[3-(3-thienyl)propanoyl]-3-azabicyclo[3.1.0]hex-6-yl}phenyl)methanesulfonamide). Yield: 68.0%. As a reaction SMILES: [S:1]1[CH:5]=[CH:4][C:3]([CH:6]([CH3:10])C(O)=O)=[CH:2]1.O.ON1C2C=CC=CC=2N=N1.Cl.CN(C)CCCN=C=NCC.[CH3:34][C:35]1([C:41]2[CH:42]=[C:43]([NH:47][S:48]([CH3:51])(=[O:50])=[O:49])[CH:44]=[CH:45][CH:46]=2)[CH:40]2[CH:36]1[CH2:37][NH:38][CH2:39]2.[C:52](=O)([O-])[OH:53].[Na+]>CN(C)C=O.CO>[CH3:34][C:35]1([C:41]2[CH:42]=[C:43]([NH:47][S:48]([CH3:51])(=[O:50])=[O:49])[CH:44]=[CH:45][CH:46]=2)[CH:40]2[CH:36]1[CH2:37][N:38]([C:52](=[O:53])[CH2:10][CH2:6][C:3]1[CH:4]=[CH:5][S:1][CH:2]=1)[CH2:39]2 |f:1.2,3.4,6.7|. Procedure details: To s solution 3-(3-thienyl propanoic acid (200 mg, 1.2 mmol) in N,N-dimethylformamide (25 ml) was added 1-hydroxybenzotriazole monohydrate (200 mg, 1.31 mmol) and 1-(3-dimethylaminopropyl)-3-ethylcarbodiimide hydrochloride (340 mg, 1.77 mmol). After stirring at room temperature for 10 min the mixture was treated with the hydrochloride salt of N-[3-(6-methyl-3-azabicyclo[3.1.0]hex-6-yl)phenyl]methanesulfonamide (Preparation 53, 400 mg, 1.3 mmol) and sodium hydrogen carbonate (220 mg, 2.6 mmol). T...